Dataset: the Open Reaction Database (ORD), a public repository of structured organic reaction records. Task: describe an organic reaction: reactants, conditions, products, and yield Reactants: ClC(C)OC(=O)Cl (1-chloroethylchloroformate), N1CCCC=C1 (tetrahydropyridine), CN(C)CC1=CNC2=NC=CC=C21 (3-dimethylaminomethyl-1H-pyrrolo[2,3-b]pyridine), C(C1=CC=CC=C1)N1CCC(=CC1)CC (1-benzyl-4-ethyl-1,2,3,6-tetrahydropyridine). The solvent is ClCCl (dichloromethane), C1(=CC=CC=C1)C (toluene), ClCCl (dichloromethane). Run at time 1 hour. Yields the product C(C)C=1CCN(CC1)C1=CN(C2=NC=CC=C21)C (3-(4-Ethyl-1,2,3,6-tetrahydropyridin-1-yl)-methyl-1H-pyrrolo[2,3-b]pyridine). The yield is 42.9%. RXN SMILES: [CH2:1]([N:8]1[CH2:13][CH:12]=[C:11]([CH2:14][CH3:15])[CH2:10][CH2:9]1)[C:2]1[CH:7]=[CH:6][CH:5]=C[CH:3]=1.ClC(OC(Cl)=O)C.[NH:23]1[CH:28]=CCC[CH2:24]1.C[N:30](CC1C2C(=NC=CC=2)NC=1)C>ClCCl.C1(C)C=CC=CC=1>[CH2:14]([C:11]1[CH2:10][CH2:9][N:8]([C:1]2[C:2]3[C:3](=[N:30][CH:5]=[CH:6][CH:7]=3)[N:23]([CH3:28])[CH:24]=2)[CH2:13][CH:12]=1)[CH3:15]. Reported procedure: A solution of 1-benzyl-4-ethyl-1,2,3,6-tetrahydropyridine (1.92 g, 9.6 mmol) in anhydrous dichloromethane (50 ml) was cooled to 0° C. and treated with a solution of 1-chloroethylchloroformate (1.34 ml, 12.4 mmol) in anhydrous dichloromethane (10 ml). After stirring at room temperature for one hour, the solvent was evaporated and the residue redissolved in methanol (50 ml). This solution was heated at reflux for one hour. The solvent was evaporated and the residue partitioned between dichlorometh... The reactants are [Li]C(C)(C)C (t-BuLi), Cl (HCl), BrC1(CN=CC=C1)C1=CC=CC=C1 (3-Bromo-3-phenylpyridine), Cl(=O)(=O)(=O)[O-].C1CC[N+]=2CCCC12 (1,2,3,5,6,7-Hexahydropyrrolizinium perchlorate). Run in CCCCC (pentane), CCOCC (Et2O). Reaction conditions: temperature -30 celsius, time 10 minute. The product is C1(=CC=CC=C1)C=1C=C(C=NC1)C12CCCN2CCC1 (7a-(5-phenyl-3-pyridinyl)-hexahydro-1H-pyrrolizine). Isolated yield 14.5%. Reaction SMILES: Br[C:2]1([C:8]2[CH:13]=[CH:12][CH:11]=[CH:10][CH:9]=2)[CH:7]=[CH:6][CH:5]=[N:4][CH2:3]1.[Li]C(C)(C)C.Cl([O-])(=O)(=O)=O.[CH2:24]1[C:31]2[CH2:30][CH2:29][CH2:28][N+:27]=2[CH2:26][CH2:25]1.Cl>CCOCC.CCCCC>[C:8]1([C:2]2[CH:7]=[C:6]([C:31]34[CH2:30][CH2:29][CH2:28][N:27]3[CH2:26][CH2:25][CH2:24]4)[CH:5]=[N:4][CH:3]=2)[CH:13]=[CH:12][CH:11]=[CH:10][CH:9]=1 |f:2.3|. Reported procedure: 3-Bromo-3-phenylpyridine (200 mg, 0.85 mmol) was dissolved in Et2O and cooled to -30° C. A solution of 2.5M t-BuLi (1.1 mL, 1.90 mmol) in pentane was added, and the reaction was stirred for 10 minutes. 1,2,3,5,6,7-Hexahydropyrrolizinium perchlorate (230 mg, 1.30 mmol) was added, and the reaction mixture was allowed to stir for 30 minutes at -30° C. then allowed to warm to room temperature and stir for 1 hour. Then 2N HCl was added, the phases were separated, and the aqueous phase was basified wi... RXN SMILES: [CH3:30][O:31][c:32]1[cH:33][cH:34][c:35]([N:38]=[C:39]=[O:40])[cH:36][cH:37]1.[CH:41]([Cl:42])([Cl:43])[Cl:44].[NH2:1][CH:2]1[c:3]2[n:4]([c:21]([CH:24]3[CH2:25][CH2:26][CH2:27][CH2:28][CH2:29]3)[n:22][n:23]2)-[c:5]2[c:6]([cH:16][c:17]([CH2:19][CH3:20])[s:18]2)[C:7]([c:9]2[c:10]([Cl:15])[cH:11][cH:12][cH:13][cH:14]2)=[N:8]1>>[NH:1]([CH:2]1[c:3]2[n:4]([c:21]([CH:24]3[CH2:25][CH2:26][CH2:27][CH2:28][CH2:29]3)[n:22][n:23]2)-[c:5]2[c:6]([cH:16][c:17]([CH2:19][CH3:20])[s:18]2)[C:7]([c:9]2[c:10]([Cl:15])[cH:11][cH:12][cH:13][cH:14]2)=[N:8]1)[C:39]([NH:38][c:35]1[cH:34][cH:33][c:32]([O:31][CH3:30])[cH:37][cH:36]1)=[O:40]. The product is CCc1cc2c(s1)-n1c(C3CCCCC3)nnc1C(NC(=O)Nc1ccc(OC)cc1)N=C2c1ccccc1Cl. Starting materials: COc1ccc(N=C=O)cc1, ClC(Cl)Cl, CCc1cc2c(s1)-n1c(C3CCCCC3)nnc1C(N)N=C2c1ccccc1Cl. Starting materials: CC(=O)Cl, CN(C)c1ccncc1, CCN(C(C)C)C(C)C, NC(c1ccc2ccc(-c3ccccc3)nc2c1)c1nccnc1Cl, ClCCl, O. Product: CC(=O)NC(c1ccc2ccc(-c3ccccc3)nc2c1)c1nccnc1Cl. RXN SMILES: [CH3:35][C:36]([Cl:37])=[O:38].[CH3:43][N:44]([c:45]1[cH:46][cH:47][n:48][cH:49][cH:50]1)[CH3:51].[CH:26]([N:27]([CH2:28][CH3:29])[CH:30]([CH3:31])[CH3:32])([CH3:33])[CH3:34].[Cl:1][c:2]1[c:3]([CH:8]([c:9]2[cH:10][cH:11][c:12]3[cH:13][cH:14][c:15](-[c:19]4[cH:20][cH:21][cH:22][cH:23][cH:24]4)[n:16][c:17]3[cH:18]2)[NH2:25])[n:4][cH:5][cH:6][n:7]1.[Cl:40][CH2:41][Cl:42].[OH2:39]>>[Cl:1][c:2]1[c:3]([CH:8]([c:9]2[cH:10][cH:11][c:12]3[cH:13][cH:14][c:15](-[c:19]4[cH:20][cH:21][cH:22][cH:23][cH:24]4)[n:16][c:17]3[cH:18]2)[NH:25][C:36]([CH3:35])=[O:38])[n:4][cH:5][cH:6][n:7]1.